Dataset: the Open Reaction Database (ORD), a public repository of structured organic reaction records. Task: describe an organic reaction: reactants, conditions, products, and yield Starting materials: CN(C=1C=C(C=CC1)C=1C=2N(C=CC1)N=C(N2)NC2=CC=C(C=C2)C2CCNCC2)C ([8-(3-dimethylamino-phenyl)-[1,2,4]-triazolo[1,5-a]pyridin-2-yl]-(4-piperidin-4-yl-phenyl)-amine), ClCC(=O)N(C)C (2-chloro-N,N-dimethyl-acetamide). Yields the product CN(C=1C=C(C=CC1)C=1C=2N(C=CC1)N=C(N2)NC2=CC=C(C=C2)C2CCN(CC2)CC(=O)N(C)C)C (2-(4-{4-[8-(3-Dimethylamino-phenyl)-[1,2,4]-triazolo[1,5-a]pyridin-2-ylamino]-phenyl}-piperidin-1-yl)-N,N-dimethyl-acetamide), product. Yield: 50.0%. As a reaction SMILES: [CH3:1][N:2]([CH3:31])[C:3]1[CH:4]=[C:5]([C:9]2[C:10]3[N:11]([N:15]=[C:16]([NH:18][C:19]4[CH:24]=[CH:23][C:22]([CH:25]5[CH2:30][CH2:29][NH:28][CH2:27][CH2:26]5)=[CH:21][CH:20]=4)[N:17]=3)[CH:12]=[CH:13][CH:14]=2)[CH:6]=[CH:7][CH:8]=1.Cl[CH2:33][C:34]([N:36]([CH3:38])[CH3:37])=[O:35]>>[CH3:1][N:2]([CH3:31])[C:3]1[CH:4]=[C:5]([C:9]2[C:10]3[N:11]([N:15]=[C:16]([NH:18][C:19]4[CH:24]=[CH:23][C:22]([CH:25]5[CH2:30][CH2:29][N:28]([CH2:33][C:34]([N:36]([CH3:38])[CH3:37])=[O:35])[CH2:27][CH2:26]5)=[CH:21][CH:20]=4)[N:17]=3)[CH:12]=[CH:13][CH:14]=2)[CH:6]=[CH:7][CH:8]=1. Procedure: 2-(4-{4-[8-(3-Dimethylamino-phenyl)-[1,2,4]-triazolo[1,5-a]pyridin-2-ylamino]-phenyl}-piperidin-1-yl)-N,N-dimethyl-acetamide was prepared from [8-(3-dimethylamino-phenyl)-[1,2,4]-triazolo[1,5-a]pyridin-2-yl]-(4-piperidin-4-yl-phenyl)-amine (0.100 g, 0.242 mmol) and 2-chloro-N,N-dimethyl-acetamide (0.037 mL, 0.364 mmol) in a manner analogous to Example 313 to give product (0.060 g, 50%). MP=100-104° C. 1H NMR (400 MHz, (D3C)2SO, δ, ppm): 9.56 (s, 1H), 8.75 (d, 1H), 7.82 (d, 1H), 7.62 (d, 2H), 7.5... Starting materials: ClC1=C(C(=NC2=CC(=CC(=C12)F)F)C1=NC=CC=C1)C (4-chloro-5,7-difluoro-3-methyl-2-(pyridin-2-yl)quinoline), BrC=1C=C(C(=NC1)N1CCOCC1)N (5-bromo-2-morpholinopyridin-3-amine), [H-].[Na+] (sodium hydride), oil, C([O-])([O-])=O.[Na+].[Na+] (sodium carbonate). Run in CN(C)C=O (DMF). Reaction conditions: temperature 0 celsius, time 15 minute. Yields the product BrC=1C=C(C(=NC1)N1CCOCC1)NC1=C(C(=NC2=CC(=CC(=C12)F)F)C1=NC=CC=C1)C (N-(5-bromo-2-morpholinopyridin-3-yl)-5,7-difluoro-3-methyl-2-(pyridin-2-yl)quinolin-4-amine). As a reaction SMILES: [Br:1][C:2]1[CH:3]=[C:4]([NH2:14])[C:5]([N:8]2[CH2:13][CH2:12][O:11][CH2:10][CH2:9]2)=[N:6][CH:7]=1.[H-].[Na+].Cl[C:18]1[C:27]2[C:22](=[CH:23][C:24]([F:29])=[CH:25][C:26]=2[F:28])[N:21]=[C:20]([C:30]2[CH:35]=[CH:34][CH:33]=[CH:32][N:31]=2)[C:19]=1[CH3:36].C(=O)([O-])[O-].[Na+].[Na+]>CN(C=O)C>[Br:1][C:2]1[CH:3]=[C:4]([NH:14][C:18]2[C:27]3[C:22](=[CH:23][C:24]([F:29])=[CH:25][C:26]=3[F:28])[N:21]=[C:20]([C:30]3[CH:35]=[CH:34][CH:33]=[CH:32][N:31]=3)[C:19]=2[CH3:36])[C:5]([N:8]2[CH2:13][CH2:12][O:11][CH2:10][CH2:9]2)=[N:6][CH:7]=1 |f:1.2,4.5.6|. Procedure details: A dry flask containing 5-bromo-2-morpholinopyridin-3-amine (0.3282 g, 1.272 mmol) in dry DMF (10.0 mL) was cooled to 0° C., then sodium hydride, 60% dispersion in mineral oil (0.125 g, 3.12 mmol) was added carefully in portions. The mixture was stirred at 0° C. for 15 min, then 4-chloro-5,7-difluoro-3-methyl-2-(pyridin-2-yl)quinoline (0.46 g, 1.57 mmol) was added in portions. Upon complete addition, the mixture was warmed to 60° C. After 18 h, the reaction was cooled to rt then was carefully tre... Reported procedure: To a solution of 2-(4-tert-butoxycarbonylbenzyl)-1-oxo-4-phenyl-1,2-dihydroisoquinoline-3,6-dicarboxylic acid 3-methyl ester (300 mg) in THF (6 ml) were added ammonium chloride (100 mg), 1-ethyl-3-(3-dimethylaminopropyl)carbodiimide hydrochloride (230 mg), 1-hydroxy-1H-benzotriazole monohydrate (180 mg) and triethylamine (1 ml) at room temperature. The reaction mixture was stirred at 40° C. for 12 hrs. Water and 1N-hydrochloric acid were added to acidify the aqueous layer and the mixture was ext... The product is COC(=O)C=1N(C(C2=CC=C(C=C2C1C1=CC=CC=C1)C(N)=O)=O)CC1=CC=C(C=C1)C(=O)OC(C)(C)C (2-(4-tert-butoxycarbonylbenzyl)-6-carbamoyl-1-oxo-4-phenyl-1,2-dihydroisoquinoline-3-carboxylic acid methyl ester). RXN SMILES: [CH3:1][O:2][C:3]([C:5]1[N:6]([CH2:25][C:26]2[CH:31]=[CH:30][C:29]([C:32]([O:34][C:35]([CH3:38])([CH3:37])[CH3:36])=[O:33])=[CH:28][CH:27]=2)[C:7](=[O:24])[C:8]2[C:13]([C:14]=1[C:15]1[CH:20]=[CH:19][CH:18]=[CH:17][CH:16]=1)=[CH:12][C:11]([C:21]([OH:23])=O)=[CH:10][CH:9]=2)=[O:4].[Cl-].[NH4+].Cl.C([N:44]=C=NCCCN(C)C)C.O.ON1C2C=CC=CC=2N=N1.Cl>C1COCC1.O.C(N(CC)CC)C>[CH3:1][O:2][C:3]([C:5]1[N:6]([CH2:25][C:26]2[CH:27]=[CH:28][C:29]([C:32]([O:34][C:35]([CH3:37])([CH3:36])[CH3:38])=[O:33])=[CH:30][CH:31]=2)[C:7](=[O:24])[C:8]2[C:13]([C:14]=1[C:15]1[CH:20]=[CH:19][CH:18]=[CH:17][CH:16]=1)=[CH:12][C:11]([C:21](=[O:23])[NH2:44])=[CH:10][CH:9]=2)=[O:4] |f:1.2,3.4,5.6|. The solvent is C1CCOC1 (THF), C(C)N(CC)CC (triethylamine), O (Water). Isolated yield 80.2%. The reactants are COC(=O)C=1N(C(C2=CC=C(C=C2C1C1=CC=CC=C1)C(=O)O)=O)CC1=CC=C(C=C1)C(=O)OC(C)(C)C (2-(4-tert-butoxycarbonylbenzyl)-1-oxo-4-phenyl-1,2-dihydroisoquinoline-3,6-dicarboxylic acid 3-methyl ester), [Cl-].[NH4+] (ammonium chloride), Cl.C(C)N=C=NCCCN(C)C (1-ethyl-3-(3-dimethylaminopropyl)carbodiimide hydrochloride), O.ON1N=NC2=C1C=CC=C2 (1-hydroxy-1H-benzotriazole monohydrate), Cl (hydrochloric acid). Reaction conditions: temperature 40 celsius, time 12 hour. Starting materials: C1(CCCC1)C1=C(C=C(COC2=CC=3C(=C4N(C3C=C2)CCC4CC(=O)OC(C)(C)C)I)C=C1)C(F)(F)F (tert-butyl 2-(7-(4-cyclopentyl-3-(trifluoromethyl)benzyloxy)-9-iodo-2,3-dihydro-1H-pyrrolo[1,2-a]indol-1-yl)acetate), [Br-].C1(CC1)[Zn+] (cyclopropylzinc(II) bromide). The reagents and catalysts are CC(C)([P](C(C)(C)C)([Pd][P](C(C)(C)C)(C(C)(C)C)C(C)(C)C)C(C)(C)C)C (bis(tri-t-butylphosphine)palladium(0)). The solvent is C1CCOC1 (THF). Reaction conditions: temperature 70 celsius. Product: C1(CCCC1)C1=C(C=C(COC2=CC=3C(=C4N(C3C=C2)CCC4CC(=O)OC(C)(C)C)C4CC4)C=C1)C(F)(F)F (tert-Butyl 2-(7-(4-Cyclopentyl-3-(trifluoromethyl)benzyloxy)-9-cyclopropyl-2,3-dihydro-1H-pyrrolo[1,2-a]indol-1-yl)acetate). Yield: 21.3%. As a reaction SMILES: [CH:1]1([C:6]2[CH:34]=[CH:33][C:9]([CH2:10][O:11][C:12]3[CH:20]=[CH:19][C:18]4[N:17]5[CH2:21][CH2:22][CH:23]([CH2:24][C:25]([O:27][C:28]([CH3:31])([CH3:30])[CH3:29])=[O:26])[C:16]5=[C:15](I)[C:14]=4[CH:13]=3)=[CH:8][C:7]=2[C:35]([F:38])([F:37])[F:36])[CH2:5][CH2:4][CH2:3][CH2:2]1.[Br-].[CH:40]1([Zn+])[CH2:42][CH2:41]1>C1COCC1.CC(C)([P](C(C)(C)C)([Pd][P](C(C)(C)C)(C(C)(C)C)C(C)(C)C)C(C)(C)C)C>[CH:1]1([C:6]2[CH:34]=[CH:33][C:9]([CH2:10][O:11][C:12]3[CH:20]=[CH:19][C:18]4[N:17]5[CH2:21][CH2:22][CH:23]([CH2:24][C:25]([O:27][C:28]([CH3:31])([CH3:30])[CH3:29])=[O:26])[C:16]5=[C:15]([CH:40]5[CH2:42][CH2:41]5)[C:14]=4[CH:13]=3)=[CH:8][C:7]=2[C:35]([F:38])([F:37])[F:36])[CH2:5][CH2:4][CH2:3][CH2:2]1 |f:1.2,^1:51,57|. Reported procedure: To a solution of tert-butyl 2-(7-(4-cyclopentyl-3-(trifluoromethyl)benzyloxy)-9-iodo-2,3-dihydro-1H-pyrrolo[1,2-a]indol-1-yl)acetate (50.0 mg, 0.078 mmol) in THF (1 mL) in a 2.0 mL heavy-walled sealed microwave tube under N2 was added cyclopropylzinc(II) bromide (0.5 M solution in THF, 0.219 mL, 0.109 mmol) and bis(tri-t-butylphosphine)palladium(0) (3.60 mg, 7.04 μmol). The reaction mixture was heated to 70° C. for 2 h, quenched with saturated NaHCO3 and filtered by vacuum filtration through Cel... Starting materials: C(C(C)C)C1=CC=C(C=C1)C(CC)=O (4'-isobutylpropiophenone), Cl.N1CCCC1 (pyrrolidine hydrochloride), C=O (paraformaldehyde), C(C)(=O)OCC.Cl (hydrogen chloride-ethyl acetate). Solvent: C(C)(=O)OCC (ethyl acetate). Product: Cl (hydrochloride), C(C(C)C)C1=CC=C(C=C1)C(C(CN1CCCC1)C)=O (4'-Isobutyl-2-methyl-3-pyrrolidinopropiophenone). Reaction SMILES: [CH2:1]([C:5]1[CH:10]=[CH:9][C:8]([C:11](=[O:14])[CH2:12][CH3:13])=[CH:7][CH:6]=1)[CH:2]([CH3:4])[CH3:3].[ClH:15].[NH:16]1[CH2:20][CH2:19][CH2:18][CH2:17]1.C=O.[C:23](OCC)(=O)C.Cl>C(OCC)(=O)C>[ClH:15].[CH2:1]([C:5]1[CH:6]=[CH:7][C:8]([C:11](=[O:14])[CH:12]([CH3:23])[CH2:13][N:16]2[CH2:20][CH2:19][CH2:18][CH2:17]2)=[CH:9][CH:10]=1)[CH:2]([CH3:4])[CH3:3] |f:1.2,4.5|. Procedure details: A solution of 5.40 g of 4'-isobutylpropiophenone in 15 ml of ethyl acetate, 3.00 g of pyrrolidine hydrochloride, 1.30 g of paraformaldehyde and 0.5 ml of 22% hydrogen chloride-ethyl acetate were treated in the same manner as that described for Example 3 to give 3.53 g of hydrochloride of the desired compound which were recrystallized from methyl ethyl ketone as colorless scales, mp 127°-128°. Reactants: C(C1=CC=CC=C1)OC(=O)N[C@H](CCC(=O)OC(C)(C)C)C1=NN=NN1 (tert-butyl (4R)-4-(benzyloxycarbonylamino)-4-(tetrazol-5-yl)-butyrate). Reagents/catalysts: [Pd] (Pd-C). Run in C(C)O (ethanol). Yields the product N[C@H](CCC(=O)OC(C)(C)C)C1=NN=NN1 (tert-butyl (4R)-4-amino-4-(tetrazol-5-yl)butyrate). Isolated yield 91.1%. Reaction SMILES: C(OC([NH:11][C@@H:12]([C:22]1[NH:26][N:25]=[N:24][N:23]=1)[CH2:13][CH2:14][C:15]([O:17][C:18]([CH3:21])([CH3:20])[CH3:19])=[O:16])=O)C1C=CC=CC=1>C(O)C.[Pd]>[NH2:11][C@@H:12]([C:22]1[NH:26][N:25]=[N:24][N:23]=1)[CH2:13][CH2:14][C:15]([O:17][C:18]([CH3:19])([CH3:20])[CH3:21])=[O:16]. Reported procedure: A solution of tert-butyl (4R)-4-(benzyloxycarbonylamino)-4-(tetrazol-5-yl)-butyrate (1.2 g, 3.32 mmol) in ethanol (77 ml) was stirred with 10% Pd-C (0.166 g) under a hydrogen atmosphere at ambient temperature for 16 hours. The catalyst was removed by filtration and the filtrate evaporated. Dichloromethane was added to the residue and evaporated and the resulting solid was triturated with hexane and dried to give tert-butyl (4R)-4-amino-4-(tetrazol-5-yl)butyrate (0.687 g, 91%), m.p. 175° C. (deco... The reactants are ClC1=C(C=C(N)C(=C1)[N+](=O)[O-])N1C=CC(C=C1)=O (4-chloro-3-(4-oxo-4H-pyridin-1-yl)-6-nitroaniline), O (water), Cl (hydrochloric acid). Reagents/catalysts: [Fe] (iron). The solvent is C(C)O (ethanol), C(C)O (ethanol). Product: ClC1=CC(=C(C=C1N1C=CC(C=C1)=O)N)N (4-Chloro-5-(4-oxo-4H-pyridin-1-yl)-1,2-phenylenediamine). Reaction SMILES: [Cl:1][C:2]1[CH:8]=[C:7]([N+:9]([O-])=O)[C:5]([NH2:6])=[CH:4][C:3]=1[N:12]1[CH:17]=[CH:16][C:15](=[O:18])[CH:14]=[CH:13]1.O.Cl>[Fe].C(O)C>[Cl:1][C:2]1[C:3]([N:12]2[CH:17]=[CH:16][C:15](=[O:18])[CH:14]=[CH:13]2)=[CH:4][C:5]([NH2:6])=[C:7]([NH2:9])[CH:8]=1. Reported procedure: First, a mixture containing 3.0 g of 4-chloro-3-(4-oxo-4H-pyridin-1-yl)-6-nitroaniline, 3.78 g of iron powder, 10 ml of water, 90 ml of ethanol, and 1.15 ml of 2N hydrochloric acid was refluxed by heating in an oil bath for 3 hours. Then, 135 ml of ethanol was added to the mixture, and insoluble substances were filtered with Hyflo Super-Cel (trade name) and the solvent was removed.